This data is from the Open Reaction Database (ORD), a public repository of structured organic reaction records. The task is: describe an organic reaction: reactants, conditions, products, and yield The reactants are C(C)OC(=O)C=1C(=C2C(=CN1)N(C(=C2Br)Br)CC2=CC=C(C=C2)F)O (2,3-dibromo-1-(4-fluoro-benzyl)-4-hydroxy-1H-pyrrolo[2,3-c]pyridine-5-carboxylic acid ethyl ester), C1CC(=O)N(C1=O)Br (NBS), C(=O)(C1=CC=CC=C1)OOC(=O)C1=CC=CC=C1 (BzOOBz). Yields the product C(C)OC(=O)C=1C(=C2C(=C(N1)Br)N(C(=C2Br)Br)CC2=CC=C(C=C2)F)O (2,3,7-Tribromo-1-(4-fluoro-benzyl)-4-hydroxy-1H-pyrrolo[2,3-c]pyridine-5-carboxylic acid ethyl ester). Reaction SMILES: [CH2:1]([O:3][C:4]([C:6]1[C:7]([OH:25])=[C:8]2[C:14]([Br:15])=[C:13]([Br:16])[N:12]([CH2:17][C:18]3[CH:23]=[CH:22][C:21]([F:24])=[CH:20][CH:19]=3)[C:9]2=[CH:10][N:11]=1)=[O:5])[CH3:2].C1C(=O)N([Br:33])C(=O)C1.C(OOC(C1C=CC=CC=1)=O)(C1C=CC=CC=1)=O>>[CH2:1]([O:3][C:4]([C:6]1[C:7]([OH:25])=[C:8]2[C:14]([Br:15])=[C:13]([Br:16])[N:12]([CH2:17][C:18]3[CH:23]=[CH:22][C:21]([F:24])=[CH:20][CH:19]=3)[C:9]2=[C:10]([Br:33])[N:11]=1)=[O:5])[CH3:2]. Procedure: Prepared in analogy to that of Example 103(a) from 2,3-dibromo-1-(4-fluoro-benzyl)-4-hydroxy-1H-pyrrolo[2,3-c]pyridine-5-carboxylic acid ethyl ester, NBS and BzOOBz. The title compound, ESI MS (m/z): 549 (M+H)+. The reactants are CC#N, CCN(C(C)C)C(C)C, O=[N+]([O-])c1ccc(F)cc1NCc1cccc(Cl)c1, CC(C)(C)OC(=O)N1CCNCC1. The product is CC(C)(C)OC(=O)N1CCN(c2ccc([N+](=O)[O-])c(NCc3cccc(Cl)c3)c2)CC1. Reaction SMILES: [CH3:42][C:43]#[N:44].[CH:33]([N:34]([CH2:35][CH3:36])[CH:37]([CH3:38])[CH3:39])([CH3:40])[CH3:41].[Cl:1][c:2]1[cH:3][c:4]([CH2:5][NH:6][c:7]2[c:8]([N+:14](=[O:15])[O-:16])[cH:9][cH:10][c:11]([F:13])[cH:12]2)[cH:17][cH:18][cH:19]1.[N:20]1([C:26](=[O:27])[O:28][C:29]([CH3:30])([CH3:31])[CH3:32])[CH2:21][CH2:22][NH:23][CH2:24][CH2:25]1>>[Cl:1][c:2]1[cH:3][c:4]([CH2:5][NH:6][c:7]2[c:8]([N+:14](=[O:15])[O-:16])[cH:9][cH:10][c:11]([N:23]3[CH2:22][CH2:21][N:20]([C:26](=[O:27])[O:28][C:29]([CH3:30])([CH3:31])[CH3:32])[CH2:25][CH2:24]3)[cH:12]2)[cH:17][cH:18][cH:19]1.